From a dataset of the Open Reaction Database (ORD), a public repository of structured organic reaction records. describe an organic reaction: reactants, conditions, products, and yield Reactants: N,N'-carbonyldiimidazole, CN1C(C2=CC=CC=C2C(=C1C1=CC=CC=C1)CCC(=O)O)=O (2-methyl-1-oxo-3-phenyl-1,2-dihydroisoquinoline-4-propanoic acid), CNC (dimethylamine). The solvent is ClCCl (dichloromethane). Conditions: time 2 hour. Product: CN(C(CCC1=C(N(C(C2=CC=CC=C12)=O)C)C1=CC=CC=C1)=O)C (N,N,2-Trimethyl-1-oxo-3-phenyl-1,2-dihydroisoquinoline-4-propanamide). Reaction SMILES: [CH3:1][N:2]1[C:11]([C:12]2[CH:17]=[CH:16][CH:15]=[CH:14][CH:13]=2)=[C:10]([CH2:18][CH2:19][C:20](O)=[O:21])[C:9]2[C:4](=[CH:5][CH:6]=[CH:7][CH:8]=2)[C:3]1=[O:23].[CH3:24][NH:25][CH3:26]>ClCCl>[CH3:24][N:25]([CH3:26])[C:20](=[O:21])[CH2:19][CH2:18][C:10]1[C:9]2[C:4](=[CH:5][CH:6]=[CH:7][CH:8]=2)[C:3](=[O:23])[N:2]([CH3:1])[C:11]=1[C:12]1[CH:17]=[CH:16][CH:15]=[CH:14][CH:13]=1. Procedure: A suspension of 0.9 g (2.93 mmol) of 2-methyl-1-oxo-3-phenyl-1,2-dihydroisoquinoline-4-propanoic acid in 150 ml of dichloromethane is prepared in a 500 ml round-bottomed flask placed under an argon atmosphere, 0.7 g (4.3 mmol) of N,N'-carbonyldiimidazole is added, the mixture is stirred at room temperature for 2 h, is saturated for 1 min with gaseous dimethylamine and stirring is continued for 12 h. The solvent is evaporated under reduced pressure, the residue is taken up in 200 ml of dichlorome... The reactants are CC1(CCCN2C(=O)c3ccccc3C2=O)OCCO1, CCO, [K+], [OH-], O. Yields the product CC1(CCCN)OCCO1. RXN SMILES: [CH2:1]1[CH2:2][O:3][C:4]([CH3:5])([CH2:6][CH2:7][CH2:8][N:9]2[C:10](=[O:11])[c:12]3[cH:13][cH:14][cH:15][cH:16][c:17]3[C:18]2=[O:19])[O:20]1.[CH3:21][CH2:22][OH:23].[K+:25].[OH-:24].[OH2:26]>>[CH2:1]1[CH2:2][O:3][C:4]([CH3:5])([CH2:6][CH2:7][CH2:8][NH2:9])[O:20]1. Starting materials: C(C1=CC=CC=C1)(C1=CC=CC=C1)N1C(=C(C2=CC(=CC=C12)Cl)CCOC1=CC=C(C(=O)O)C=C1)CCNS(=O)(=O)CC1=CC=CC=C1 (4-[2-(1-Benzhydryl-2-{2-[(benzylsulfonyl)amino]ethyl}-5-chloro-1H-indol-3-yl)ethoxy]benzoic acid), C(#N)C1=CC=C(C=C1)CS(=O)(=O)Cl ((4-cyano-phenyl)-methanesulfonyl chloride). The product is C(C1=CC=CC=C1)(C1=CC=CC=C1)N1C(=C(C2=CC(=CC=C12)Cl)CCOC1=CC=C(C(=O)O)C=C1)CCNS(=O)(=O)CC1=CC=C(C=C1)C#N (4-{2-[1-Benzhydryl-5-chloro-2-(2-([(4-cyanobenzyl-)sulfonyl]amino)ethyl)-1H-indol-3-yl]ethoxy}benzoic acid). Reaction SMILES: [CH:1]([N:14]1[C:22]2[C:17](=[CH:18][C:19]([Cl:23])=[CH:20][CH:21]=2)[C:16]([CH2:24][CH2:25][O:26][C:27]2[CH:35]=[CH:34][C:30]([C:31]([OH:33])=[O:32])=[CH:29][CH:28]=2)=[C:15]1[CH2:36][CH2:37][NH:38][S:39]([CH2:42][C:43]1[CH:48]=[CH:47][CH:46]=[CH:45][CH:44]=1)(=[O:41])=[O:40])([C:8]1[CH:13]=[CH:12][CH:11]=[CH:10][CH:9]=1)[C:2]1[CH:7]=[CH:6][CH:5]=[CH:4][CH:3]=1.[C:49](C1C=CC(CS(Cl)(=O)=O)=CC=1)#[N:50]>>[CH:1]([N:14]1[C:22]2[C:17](=[CH:18][C:19]([Cl:23])=[CH:20][CH:21]=2)[C:16]([CH2:24][CH2:25][O:26][C:27]2[CH:28]=[CH:29][C:30]([C:31]([OH:33])=[O:32])=[CH:34][CH:35]=2)=[C:15]1[CH2:36][CH2:37][NH:38][S:39]([CH2:42][C:43]1[CH:44]=[CH:45][C:46]([C:49]#[N:50])=[CH:47][CH:48]=1)(=[O:41])=[O:40])([C:2]1[CH:7]=[CH:6][CH:5]=[CH:4][CH:3]=1)[C:8]1[CH:9]=[CH:10][CH:11]=[CH:12][CH:13]=1. Reported procedure: The title compound was prepared from 4-{2-[2-(2-amino-ethyl)-1-benzhydryl-5-chloro-1H-indol-3-yl]-ethoxy}-benzoic acid methyl ester (Step 6, Example 1) and (4-cyano-phenyl)-methanesulfonyl chloride according to Example 1 Step 7. The reactants are N1(C(C1)C(=O)OC)C(=O)OCC1=CC=CC=C1 (1-benzyl 2-methyl aziridine-1,2-dicarboxylate), ClC[C@@H](C)O ((R)-1-Chloro-2-propanol), B(F)(F)F.CCOCC (boron trifluoride diethyl etherate). The solvent is ClCCl (dichloromethane). Conditions: time 15 minute. The product is C(C1=CC=CC=C1)OC(=O)N[C@@H](C(=O)OC)COC(CCl)C ((R)-methyl 2-(benzyloxycarbonylamino)-3-(1-chloropropan-2-yloxy)propanoate). Isolated yield 41.6%. RXN SMILES: [N:1]1([C:8]([O:10][CH2:11][C:12]2[CH:17]=[CH:16][CH:15]=[CH:14][CH:13]=2)=[O:9])[CH2:3][CH:2]1[C:4]([O:6][CH3:7])=[O:5].[Cl:18][CH2:19][C@H:20]([OH:22])[CH3:21].B(F)(F)F.CCOCC>ClCCl>[CH2:11]([O:10][C:8]([NH:1][C@H:2]([CH2:3][O:22][CH:20]([CH3:21])[CH2:19][Cl:18])[C:4]([O:6][CH3:7])=[O:5])=[O:9])[C:12]1[CH:13]=[CH:14][CH:15]=[CH:16][CH:17]=1 |f:2.3|. Reported procedure: To a 100 mL flask was added 1-benzyl 2-methyl aziridine-1,2-dicarboxylate (1 g, 4.25 mmol), dichloromethane (12 mL), (R)-1-Chloro-2-propanol (0.76 mL, 8.50 mmol), and boron trifluoride diethyl etherate (0.05 mL, 0.398 mmol). The mixture was stirred at room temperature for 15 minutes Solvent was removed in vacuo and the residue purified on silica gel eluting with Hexanes-EtOAc (0-50%) to give (R)-methyl 2-(benzyloxycarbonylamino)-3-(1-chloropropan-2-yloxy)propanoate (583 mg, 41%). MS [M+H] found ... Starting materials: CCCCCC1CCC(c2ccc(C#N)cc2)CC1, CCCCCC1CCC(CCCBr)CC1, CCOCC, Cl, I, [Mg]. Product: CCCCCC1CCC(CCCC(=O)c2ccc(C3CCC(CCCCC)CC3)cc2)CC1. Reaction SMILES: [CH2:18]([CH2:19][CH2:20][CH2:21][CH3:22])[CH:23]1[CH2:24][CH2:25][CH:26]([c:29]2[cH:30][cH:31][c:32]([C:33]#[N:34])[cH:35][cH:36]2)[CH2:27][CH2:28]1.[CH2:3]([CH2:4][CH2:5][CH2:6][CH3:7])[CH:8]1[CH2:9][CH2:10][CH:11]([CH2:14][CH2:15][CH2:16][Br:17])[CH2:12][CH2:13]1.[CH3:38][CH2:39][O:40][CH2:41][CH3:42].[ClH:37].[I:2].[Mg:1]>>[CH2:3]([CH2:4][CH2:5][CH2:6][CH3:7])[CH:8]1[CH2:9][CH2:10][CH:11]([CH2:14][CH2:15][CH2:16][C:33]([c:32]2[cH:31][cH:30][c:29]([CH:26]3[CH2:25][CH2:24][CH:23]([CH2:18][CH2:19][CH2:20][CH2:21][CH3:22])[CH2:28][CH2:27]3)[cH:36][cH:35]2)=[O:40])[CH2:12][CH2:13]1. The reactants are [H-].[Na+] (NaH), C(C1=CC=CC=C1)Br (benzyl bromide), C12(CC3CC(CC(C1)C3)C2)C=2C=C(C=CC2OC)\C(=C/C2=CC=C(C(=O)O)C=C2)\C (4-[(Z)-2-(3-(1-adamantyl)-4-methoxyphenyl)propenyl]benzoic acid). Reagents/catalysts: [Hg] (mercury). Run in C1CCOC1 (THF). The product is C12(CC3CC(CC(C1)C3)C2)C=2C=C(C=CC2OC)/C(=C/C2=CC=C(C(=O)OCC3=CC=CC=C3)C=C2)/C (benzyl 4-[(E)-2-(3-(1-adamantyl)-4-methoxyphenyl)propenyl]benzoate). The yield is 21.9%. Reaction SMILES: [C:1]12([C:11]3[CH:12]=[C:13](/[C:19](/[CH3:30])=[CH:20]\[C:21]4[CH:29]=[CH:28][C:24]([C:25]([OH:27])=[O:26])=[CH:23][CH:22]=4)[CH:14]=[CH:15][C:16]=3[O:17][CH3:18])[CH2:10][CH:5]3[CH2:6][CH:7]([CH2:9][CH:3]([CH2:4]3)[CH2:2]1)[CH2:8]2.[H-].[Na+].[CH2:33](Br)[C:34]1[CH:39]=[CH:38][CH:37]=[CH:36][CH:35]=1>C1COCC1.[Hg]>[C:1]12([C:11]3[CH:12]=[C:13](/[C:19](/[CH3:30])=[CH:20]/[C:21]4[CH:29]=[CH:28][C:24]([C:25]([O:27][CH2:33][C:34]5[CH:39]=[CH:38][CH:37]=[CH:36][CH:35]=5)=[O:26])=[CH:23][CH:22]=4)[CH:14]=[CH:15][C:16]=3[O:17][CH3:18])[CH2:10][CH:5]3[CH2:6][CH:7]([CH2:9][CH:3]([CH2:4]3)[CH2:2]1)[CH2:8]2 |f:1.2|. Procedure details: 2 g (5 mmol) of 4-[(Z)-2-(3-(1-adamantyl)-4-methoxyphenyl)propenyl]benzoic acid obtained in Example 23(c) in 900 ml of THF are irradiated under UV by means of a HANOVIA mercury lamp (550 W) for 10 h at room temperature, to give a 1/1 mixture of E and Z isomers. After evaporation of the THF, this mixture is treated with 190 mg (6 mmol) of 80% NaH in oil and 0.83 ml (7 mmol) of benzyl bromide. After the same treatment as in Example 1(a), followed by a recrystallization from hexane, 0.54 g of benzy... Reaction conditions: time 24 hour. The solvent is O (water). Yields the product Cl.C1(CC1)C(CCN(C)C)(OC(CC)=O)C1=CC=CC=C1 (1-Cyclopropyl-3-dimethylamino-1phenyl-1-propionyloxypropane Hydrochloride). Reactants: C1(CC1)C(CCN(C)C)(O)C1=CC=CC=C1 (1-cyclopropyl-3-dimethylamino-1-phenyl-1-propanol), C(CC)(=O)Cl (propionyl chloride), C(Cl)(Cl)Cl (chloroform), C([O-])([O-])=O.[K+].[K+] (potassium carbonate), C(Cl)(Cl)Cl (chloroform). Reaction SMILES: [CH:1]1([C:4]([C:11]2[CH:16]=[CH:15][CH:14]=[CH:13][CH:12]=2)([OH:10])[CH2:5][CH2:6][N:7]([CH3:9])[CH3:8])[CH2:3][CH2:2]1.C(=O)([O-])[O-].[K+].[K+].C(Cl)(Cl)[Cl:24].[C:27](Cl)(=[O:30])[CH2:28][CH3:29]>O>[ClH:24].[CH:1]1([C:4]([C:11]2[CH:12]=[CH:13][CH:14]=[CH:15][CH:16]=2)([O:10][C:27](=[O:30])[CH2:28][CH3:29])[CH2:5][CH2:6][N:7]([CH3:8])[CH3:9])[CH2:3][CH2:2]1 |f:1.2.3,7.8|. Procedure: A stirred mixture of 6 g. (0.027 mole) of 1-cyclopropyl-3-dimethylamino-1-phenyl-1-propanol and 20 g. (0.14 mole) of potassium carbonate in 25 ml. of chloroform was treated at 0° C. with 3 g. (0.032 mole) of freshly distilled propionyl chloride in 25 ml. of chloroform over a ten-minute period. The mixture was allowed to warm to room temperature and stirring was continued for 24 hours. The reaction mixture was treated with 50 ml. of water and stirring was continued another 30 minutes. The chlorof...